From a dataset of the Open Reaction Database (ORD), a public repository of structured organic reaction records. describe an organic reaction: reactants, conditions, products, and yield The reactants are C1(CCCCC1)N1C(C(NC2=CC(=C(C=C12)[N+](=O)[O-])NC(C(=O)OCC)=O)=O)=O (ethyl N-(1-cyclohexyl-7-nitro-2,3(1H,4H)-quinoxalinedion-6-yl)oxamate), 11, S(O)(O)(=O)=O (sulfuric acid). Solvent: C(C)O (ethanol). Yields the product NC=1C=C2NC(C(N(C2=CC1[N+](=O)[O-])C1CCCCC1)=O)=O (6-Amino-1-cyclohexyl-7-nitro-2,3(1H,4H)-quinoxalinedione). Yield: 111.7%. RXN SMILES: [CH:1]1([N:7]2[C:16]3[C:11](=[CH:12][C:13]([NH:20]C(=O)C(OCC)=O)=[C:14]([N+:17]([O-:19])=[O:18])[CH:15]=3)[NH:10][C:9](=[O:28])[C:8]2=[O:29])[CH2:6][CH2:5][CH2:4][CH2:3][CH2:2]1.S(=O)(=O)(O)O>C(O)C>[NH2:20][C:13]1[CH:12]=[C:11]2[C:16](=[CH:15][C:14]=1[N+:17]([O-:19])=[O:18])[N:7]([CH:1]1[CH2:6][CH2:5][CH2:4][CH2:3][CH2:2]1)[C:8](=[O:29])[C:9](=[O:28])[NH:10]2. Reported procedure: 42 g (0.1 mol) of ethyl N-(1-cyclohexyl-7-nitro-2,3(1H,4H)-quinoxalinedion-6-yl)oxamate were refluxed in a mixture of 11 of concentrated sulfuric acid and 500 ml of ethanol for 4 h. The precipitate was filtered off with suction to yield 34 g (100%) of the product. Melting point>250° C. (decomposition). Starting materials: CC(C)(C)N, CCO, COC(=O)c1c(O)c2ccccc2[nH]c1=O. The product is CC(C)(C)NC(=O)c1c(O)c2ccccc2[nH]c1=O. RXN SMILES: [CH3:17][C:18]([CH3:19])([CH3:20])[NH2:21].[CH3:22][CH2:23][OH:24].[OH:1][c:2]1[c:3]([C:13]([O:15][CH3:14])=[O:16])[c:4](=[O:12])[nH:5][c:6]2[cH:7][cH:8][cH:9][cH:10][c:11]12>>[OH:1][c:2]1[c:3]([C:13](=[O:15])[NH:21][C:18]([CH3:17])([CH3:19])[CH3:20])[c:4](=[O:12])[nH:5][c:6]2[cH:7][cH:8][cH:9][cH:10][c:11]12. The reactants are C(N)(=O)OC[C@H](COC(C)=O)C1=C(C=C(C=C1)Cl)Cl ((S)-3-acetoxy-2-(2,4-dichlorophenyl)propanol carbamate), C(N)(=O)OC[C@H](COC(C)=O)C1=CC=CC=C1 ((S)-3-acetoxy-2-phenylpropanol carbamate). Yields the product C(N)(=O)OC[C@H](CO)C1=C(C=C(C=C1)Cl)Cl ((S)-2-(2,4-Dichlorophenyl)-1,3-propanediol Monocarbamate). Yield: 78.9%. RXN SMILES: [C:1]([O:4][CH2:5][C@@H:6]([C:12]1[CH:17]=[CH:16][C:15]([Cl:18])=[CH:14][C:13]=1[Cl:19])[CH2:7][O:8]C(=O)C)(=[O:3])[NH2:2].C(OC[C@@H](C1C=CC=CC=1)COC(=O)C)(=O)N>>[C:1]([O:4][CH2:5][C@@H:6]([C:12]1[CH:17]=[CH:16][C:15]([Cl:18])=[CH:14][C:13]=1[Cl:19])[CH2:7][OH:8])(=[O:3])[NH2:2]. Reported procedure: The title compound was synthesized in a similar manner to that of Example XXII, except that (S)-3-acetoxy-2-(2,4-dichlorophenyl)propanol carbamate, instead of (S)-3-acetoxy-2-phenylpropanol carbamate, was used as a starting material. Yield 78.9%. Purity 99.7%. The reactants are BrC=1C(=NC=C(C1)N1C(C2=CC=CC=C2C1=O)=O)\C=N/[S@@](=O)C(C)(C)C ((S,Z)—N-((3-bromo-5-(1,3-dioxoisoindolin-2-yl)pyridin-2-yl)methylene)-2-methylpropane-2-sulfinamide), [Br-].FC=1C=C(C[Zn+])C=C(C1)F ((3,5-difluorobenzyl)zinc bromide), [Cl-].[NH4+] (Ammonium chloride). The reagents and catalysts are C(F)(F)(F)S(=O)(=O)[O-].C(F)(F)(F)S(=O)(=O)[O-].[Cu+2] (Cu(OTf)2). The solvent is C(Cl)Cl (methylene chloride). Run at time 1 hour. Product: BrC=1C(=NC=C(C1)N1C(C2=CC=CC=C2C1=O)=O)[C@H](CC1=CC(=CC(=C1)F)F)N[S@@](=O)C(C)(C)C ((S)—N—((S)-1-(3-bromo-5-(1,3-dioxoisoindolin-2-yl)pyridin-2-yl)-2-(3,5-difluorophenyl)ethyl)-2-methylpropane-2-sulfinamide). As a reaction SMILES: [Br:1][C:2]1[C:3](/[CH:19]=[N:20]\[S@:21]([C:23]([CH3:26])([CH3:25])[CH3:24])=[O:22])=[N:4][CH:5]=[C:6]([N:8]2[C:16](=[O:17])[C:15]3[C:10](=[CH:11][CH:12]=[CH:13][CH:14]=3)[C:9]2=[O:18])[CH:7]=1.[Br-].[F:28][C:29]1[CH:30]=[C:31]([CH:34]=[C:35]([F:37])[CH:36]=1)[CH2:32][Zn+].[Cl-].[NH4+]>C(Cl)Cl.C(S([O-])(=O)=O)(F)(F)F.C(S([O-])(=O)=O)(F)(F)F.[Cu+2]>[Br:1][C:2]1[C:3]([C@@H:19]([NH:20][S@:21]([C:23]([CH3:26])([CH3:25])[CH3:24])=[O:22])[CH2:32][C:31]2[CH:30]=[C:29]([F:28])[CH:36]=[C:35]([F:37])[CH:34]=2)=[N:4][CH:5]=[C:6]([N:8]2[C:9](=[O:18])[C:10]3[C:15](=[CH:14][CH:13]=[CH:12][CH:11]=3)[C:16]2=[O:17])[CH:7]=1 |f:1.2,3.4,6.7.8|. Reported procedure: To a solution of (S,Z)—N-((3-bromo-5-(1,3-dioxoisoindolin-2-yl)pyridin-2-yl)methylene)-2-methylpropane-2-sulfinamide (30C, 3.7 G, 8.5 mmol) and Cu(OTf)2 (154 mg, 0.4 mmol) in methylene chloride (30 ml) at 0° C. was added (3,5-difluorobenzyl)zinc bromide (0.5 M in THF, 25.5 ml, 12.8 mmol) dropwise. The reaction stirred at room temperature for one hour. Ammonium chloride (aq, 100 ml) was added to the reaction and the mixture was extracted with methylene chloride (2×100 ml). The organic layer was d... Starting materials: CC(C)Oc1cc(N)c(F)cc1Br, O=C1OC(=O)C2=C1CCCC2, CC(=O)O, O. Yields the product CC(C)Oc1cc(N2C(=O)C3=C(CCCC3)C2=O)c(F)cc1Br. As a reaction SMILES: [Br:1][c:2]1[cH:3][c:4]([F:13])[c:5]([NH2:6])[cH:7][c:8]1[O:9][CH:10]([CH3:11])[CH3:12].[C:14]1(=[O:24])[C:15]2=[C:16]([C:17](=[O:18])[O:19]1)[CH2:20][CH2:21][CH2:22][CH2:23]2.[CH3:26][C:27](=[O:28])[OH:29].[OH2:25]>>[Br:1][c:2]1[cH:3][c:4]([F:13])[c:5]([N:6]2[C:14](=[O:19])[C:15]3=[C:16]([C:17]2=[O:18])[CH2:20][CH2:21][CH2:22][CH2:23]3)[cH:7][c:8]1[O:9][CH:10]([CH3:11])[CH3:12].